Dataset: the Open Reaction Database (ORD), a public repository of structured organic reaction records. Task: describe an organic reaction: reactants, conditions, products, and yield Reactants: CC1=C(C2=C(S1)C=C(C=C2)OC2=C1C(=NC=C2)C=C(S1)C=1N(C=CN1)C)C(=O)OC (methyl 2-methyl-6-{[2-(1-methyl-1H-imidazol-2-yl)thieno[3,2-b]pyridin-7-yl]oxy}benzo[b]thiophene-3-carboxylate), O[Li].O (LiOH.H2O). The product is CC1=C(C2=C(S1)C=C(C=C2)OC2=C1C(=NC=C2)C=C(S1)C=1N(C=CN1)C)C(=O)O (2-Methyl-6-{[2-(1-methyl-1H-imidazol-2-yl)thieno[3,2-b]pyridin-7-yl]oxy}benzo[b]thiophene-3-carboxylic acid). Yield: 85.1%. As a reaction SMILES: [CH3:1][C:2]1[S:6][C:5]2[CH:7]=[C:8]([O:11][C:12]3[CH:17]=[CH:16][N:15]=[C:14]4[CH:18]=[C:19]([C:21]5[N:22]([CH3:26])[CH:23]=[CH:24][N:25]=5)[S:20][C:13]=34)[CH:9]=[CH:10][C:4]=2[C:3]=1[C:27]([O:29]C)=[O:28].O[Li].O>>[CH3:1][C:2]1[S:6][C:5]2[CH:7]=[C:8]([O:11][C:12]3[CH:17]=[CH:16][N:15]=[C:14]4[CH:18]=[C:19]([C:21]5[N:22]([CH3:26])[CH:23]=[CH:24][N:25]=5)[S:20][C:13]=34)[CH:9]=[CH:10][C:4]=2[C:3]=1[C:27]([OH:29])=[O:28] |f:1.2|. Procedure: This material was prepared by the reaction of methyl 2-methyl-6-{[2-(1-methyl-1H-imidazol-2-yl)thieno[3,2-b]pyridin-7-yl]oxy}benzo[b]thiophene-3-carboxylate 117a (200 mg, 0.46 mmole) with LiOH.H2O (192 mg, 4.6 mmole) in a manner as previously described for example 11c to give a yellow solid (165 mg, 85%). 1H NMR (DMSO-d6, 300 MHz): δ8.57 (1H, d, J=5.46 Hz), 8.45 (1H, d, J=8.85 Hz), 8.00 (2H, s), 7.53 (1H, s), 7.40 (1H, dd, J=2.35, 8.95 Hz), 7.22 (1H, s), 6.79 (1H, d, J=5.46 Hz), 4.00 (3H, s), 2....